Dataset: the Open Reaction Database (ORD), a public repository of structured organic reaction records. Task: describe an organic reaction: reactants, conditions, products, and yield Reactants: BrC1=CC=C2CC(N(CC2=C1)C1=NC(=NC(=C1)N1CCN(CC1)C)N)C (4-(7-bromo-3-methyl-3,4-dihydroisoquinolin-2(1H)-yl)-6-(4-methylpiperazin-1-yl)pyrimidin-2-amine), C(C)(C)N1N=CC(=C1)B1OC(C(O1)(C)C)(C)C (1-isopropyl-4-(4,4,5,5-tetramethyl-1,3,2-dioxaborolan-2-yl)-1H-pyrazole), C([O-])(O)=O.[Na+] (sodium bicarbonate), O1CCOCC1 (1,4-dioxane). Reagents/catalysts: C=1C=CC(=CC1)[P](C=2C=CC=CC2)(C=3C=CC=CC3)[Pd]([P](C=4C=CC=CC4)(C=5C=CC=CC5)C=6C=CC=CC6)([P](C=7C=CC=CC7)(C=8C=CC=CC8)C=9C=CC=CC9)[P](C=1C=CC=CC1)(C=1C=CC=CC1)C=1C=CC=CC1 (tetrakis(triphenylphosphine)palladium(0)). The solvent is CO (methanol), O (water). Reaction conditions: temperature 90 celsius, time 8 hour. Product: C(C)(C)N1N=CC(=C1)C1=CC=C2CC(N(CC2=C1)C1=NC(=NC(=C1)N1CCN(CC1)C)N)C (4-[7-(1-isopropyl-1H-pyrazol-4-yl)-3-methyl-3,4-dihydroisoquinolin-2(1H)-yl]-6-(4-methylpiperazin-1-yl)pyrimidin-2-amine). Isolated yield 49.3%. As a reaction SMILES: Br[C:2]1[CH:11]=[C:10]2[C:5]([CH2:6][CH:7]([CH3:26])[N:8]([C:12]3[CH:17]=[C:16]([N:18]4[CH2:23][CH2:22][N:21]([CH3:24])[CH2:20][CH2:19]4)[N:15]=[C:14]([NH2:25])[N:13]=3)[CH2:9]2)=[CH:4][CH:3]=1.[CH:27]([N:30]1[CH:34]=[C:33](B2OC(C)(C)C(C)(C)O2)[CH:32]=[N:31]1)([CH3:29])[CH3:28].C(=O)(O)[O-].[Na+].O1CCOCC1>CO.C1C=CC([P]([Pd]([P](C2C=CC=CC=2)(C2C=CC=CC=2)C2C=CC=CC=2)([P](C2C=CC=CC=2)(C2C=CC=CC=2)C2C=CC=CC=2)[P](C2C=CC=CC=2)(C2C=CC=CC=2)C2C=CC=CC=2)(C2C=CC=CC=2)C2C=CC=CC=2)=CC=1.O>[CH:27]([N:30]1[CH:34]=[C:33]([C:2]2[CH:11]=[C:10]3[C:5]([CH2:6][CH:7]([CH3:26])[N:8]([C:12]4[CH:17]=[C:16]([N:18]5[CH2:19][CH2:20][N:21]([CH3:24])[CH2:22][CH2:23]5)[N:15]=[C:14]([NH2:25])[N:13]=4)[CH2:9]3)=[CH:4][CH:3]=2)[CH:32]=[N:31]1)([CH3:29])[CH3:28] |f:2.3,^1:60,62,81,100|. Procedure: A mixture of 4-(7-bromo-3-methyl-3,4-dihydroisoquinolin-2(1H)-yl)-6-(4-methylpiperazin-1-yl)pyrimidin-2-amine (10 mg, 0.02 mmol; Peak 1, Example 49, Step 7), 1-isopropyl-4-(4,4,5,5-tetramethyl-1,3,2-dioxaborolan-2-yl)-1H-pyrazole (6.2 mg, 0.026 mmol), tetrakis(triphenylphosphine)palladium(0) (1.4 mg, 0.0012 mmol), and sodium bicarbonate (6.0 mg, 0.072 mmol) in a solution of 1,4-dioxane (0.2 mL) and water (0.1 mL) in a reaction vial was stirred at 90° C. overnight. It was diluted with methanol. A... Starting materials: C(CC)N (n-propylamine), ClC1=C2N=CN(C2=NC=N1)CCCN1CCN(CC1)C1=CC=CC=C1 (6-chloro-9-[3-(4-phenyl-piperazino)-propyl]-purine). The product is C(CC)NC1=C2N=CN(C2=NC=N1)CCCN1CCN(CC1)C1=CC=CC=C1 (N6 -n-propyl-9-[3-(4-phenyl-piperazino)-propyl]-adenine). Run in C(CC)O (n-propanol). Yield: 65.0%. Reported procedure: 50 ml of n-propylamine are added to a solution of 10.7 g (0.03 mole) of 6-chloro-9-[3-(4-phenyl-piperazino)-propyl]-purine (produced as hereinabove described) in 100 ml of n-propanol, whereafter the reaction mixture is heated under reflux for 5 hours. After standing for 15 hours at ambient temperature, the reaction mixture is evaporated in a vacuum and the residue extracted with ether. After evaporation of the solvent, there are obtained 9.0 g (79% of theory) of crude product, which has a meltin... Run at time 15 hour. Reaction SMILES: [CH2:1]([NH2:4])[CH2:2][CH3:3].Cl[C:6]1[N:14]=[CH:13][N:12]=[C:11]2[C:7]=1[N:8]=[CH:9][N:10]2[CH2:15][CH2:16][CH2:17][N:18]1[CH2:23][CH2:22][N:21]([C:24]2[CH:29]=[CH:28][CH:27]=[CH:26][CH:25]=2)[CH2:20][CH2:19]1>C(O)CC>[CH2:1]([NH:4][C:6]1[N:14]=[CH:13][N:12]=[C:11]2[C:7]=1[N:8]=[CH:9][N:10]2[CH2:15][CH2:16][CH2:17][N:18]1[CH2:19][CH2:20][N:21]([C:24]2[CH:29]=[CH:28][CH:27]=[CH:26][CH:25]=2)[CH2:22][CH2:23]1)[CH2:2][CH3:3]. Reactants: C(C)N1CCN(CC1)C1=CC=C(C=C1)N (4-(4-Ethylpiperazin-1-yl)phenylamine), ClC1(C(N(C2=CC=C(C=C12)I)S(=O)(=O)C1=C(C=C(C=C1)OC)OC)=O)C=1C(=NC=CC1)OCC (3-chloro-1-(2,4-dimethoxyphenylsulfonyl)-3-(2-ethoxypyridin-3-yl)-5-iodo-1,3-dihydroindol-2-one). The solvent is ClCCl (dichloromethane). Conditions: temperature 120 celsius, time 4 hour. Product: COC1=C(C=CC(=C1)OC)S(=O)(=O)N1C(C(C2=CC(=CC=C12)I)(NC1=CC=C(C=C1)N1CCN(CC1)CC)C=1C(=NC=CC1)OCC)=O (1-(2,4-Dimethoxyphenylsulfonyl)-3-(2-ethoxypyridin-3-yl)-3-[4-(4-ethylpiperazin-1-yl)-phenylamino]-5-iodo-1,3-dihydroindol-2-one). The yield is 11.3%. RXN SMILES: [CH2:1]([N:3]1[CH2:8][CH2:7][N:6]([C:9]2[CH:14]=[CH:13][C:12]([NH2:15])=[CH:11][CH:10]=2)[CH2:5][CH2:4]1)[CH3:2].Cl[C:17]1([C:41]2[C:42]([O:47][CH2:48][CH3:49])=[N:43][CH:44]=[CH:45][CH:46]=2)[C:25]2[C:20](=[CH:21][CH:22]=[C:23]([I:26])[CH:24]=2)[N:19]([S:27]([C:30]2[CH:35]=[CH:34][C:33]([O:36][CH3:37])=[CH:32][C:31]=2[O:38][CH3:39])(=[O:29])=[O:28])[C:18]1=[O:40]>ClCCl>[CH3:39][O:38][C:31]1[CH:32]=[C:33]([O:36][CH3:37])[CH:34]=[CH:35][C:30]=1[S:27]([N:19]1[C:20]2[C:25](=[CH:24][C:23]([I:26])=[CH:22][CH:21]=2)[C:17]([C:41]2[C:42]([O:47][CH2:48][CH3:49])=[N:43][CH:44]=[CH:45][CH:46]=2)([NH:15][C:12]2[CH:13]=[CH:14][C:9]([N:6]3[CH2:5][CH2:4][N:3]([CH2:1][CH3:2])[CH2:8][CH2:7]3)=[CH:10][CH:11]=2)[C:18]1=[O:40])(=[O:29])=[O:28]. Procedure: 4-(4-Ethylpiperazin-1-yl)phenylamine (44 mg, 0.21 mmol) was added to a solution of 3-chloro-1-(2,4-dimethoxyphenylsulfonyl)-3-(2-ethoxypyridin-3-yl)-5-iodo-1,3-dihydroindol-2-one (110 mg, 0.18 mmol) in dichloromethane (15 ml). The reaction mixture was agitated in a Biotage microwave vial at 120° C. for 4 hours. The reaction mixture was concentrated under reduced pressure. Purification by chromatography (silica gel, 0-8% methanol in dichloromethane) resulted in 16 mg of the title compound (11% yi... Starting materials: COc1ccc(C2COc3c(ccc(OC(C)=O)c3C)C2O)cc1, CCO, c1c[nH]cn1. Product: COc1ccc(C2COc3c(ccc(O)c3C)C2O)cc1. As a reaction SMILES: [C:1](=[O:2])([CH3:3])[O:4][c:5]1[cH:6][cH:7][c:8]2[c:13]([c:14]1[CH3:15])[O:12][CH2:11][CH:10]([c:16]1[cH:17][cH:18][c:19]([O:22][CH3:23])[cH:20][cH:21]1)[CH:9]2[OH:24].[CH3:30][CH2:31][OH:32].[nH:25]1[cH:26][cH:27][n:28][cH:29]1>>[OH:4][c:5]1[cH:6][cH:7][c:8]2[c:13]([c:14]1[CH3:15])[O:12][CH2:11][CH:10]([c:16]1[cH:17][cH:18][c:19]([O:22][CH3:23])[cH:20][cH:21]1)[CH:9]2[OH:24]. Starting materials: FC(C1=CC=C(C=C1)O)(F)F (4-trifluoromethylphenol). Reagents/catalysts: [Rh] (rhodium). The solvent is C(C)O (ethanol). Reaction conditions: time 2 hour. Yields the product FC([C@@H]1CC[C@H](CC1)O)(F)F (trans-4-Trifluoromethylcyclohexanol). Reaction SMILES: [F:1][C:2]([F:11])([F:10])[C:3]1[CH:8]=[CH:7][C:6]([OH:9])=[CH:5][CH:4]=1>[Rh].C(O)C>[F:1][C:2]([F:10])([F:11])[C@H:3]1[CH2:4][CH2:5][C@H:6]([OH:9])[CH2:7][CH2:8]1. Procedure: A mixture of 0.3 mol of 4-trifluoromethylphenol, 1000 ml of ethanol and 20 g of rhodium/activated charcoal (5%) is hydrogenated for 2 hours at a pressure of 5 bar and a temperature of 60° C. Removal of the solid components by filtration and removal of the solvent by distillation give the cyclohexanol as a cis/trans mixture (30%/70%). From this, the pure trans-compound is obtained by heating with aluminium triisopropylate in toluene in the presence of 3,3-dimethyl-2-butanone and subsequent recrys...